Task: describe an organic reaction: reactants, conditions, products, and yield. Dataset: the Open Reaction Database (ORD), a public repository of structured organic reaction records The reactants are N1=CC(=CC=C1)N1[C@@H]2CNC[C@@H]2C1 ((1R,5S)-6-(3-pyridinyl)-3,6-diazabicyclo[3.2.0]heptane), C(\C=C\C(=O)O)(=O)O (fumaric acid). Product: C(\C=C\C(=O)O)(=O)O.N1=CC(=CC=C1)N1[C@@H]2CNC[C@@H]2C1 ((1R,5S)-6-(3-pyridinyl)-3,6-diazabicyclo[3.2.0]heptane fumarate), solid. Isolated yield 73.0%. As a reaction SMILES: [N:1]1[CH:6]=[CH:5][CH:4]=[C:3]([N:7]2[CH2:13][C@@H:12]3[C@H:8]2[CH2:9][NH:10][CH2:11]3)[CH:2]=1.[C:14]([OH:21])(=[O:20])/[CH:15]=[CH:16]/[C:17]([OH:19])=[O:18]>>[C:14]([OH:21])(=[O:20])/[CH:15]=[CH:16]/[C:17]([OH:19])=[O:18].[N:1]1[CH:6]=[CH:5][CH:4]=[C:3]([N:7]2[CH2:13][C@@H:12]3[C@H:8]2[CH2:9][NH:10][CH2:11]3)[CH:2]=1 |f:2.3|. Procedure: The product (100 mg, 0.57 mmol) of Example 52F was treated with fumaric acid according to the procedure of Example 40D. The title compound was obtained as white solid (120 mg, 73% yield). 1H NMR (MeOH-d4, 300 MHz) δ3.18 (dd, J=12.6, 3.4 Hz, 1H), 3.35 (m, 1H), 3.46 (m, 1H), 3.75 (m, 3H), 4.04 (t, J=7.8 Hz, 1H), 4.90 (m, 1H), 6.58 (s, 2H), 7.04 (ddd, J=8.2, 2.7, 1.3 Hz, 1H), 7.27 (dd, J=8.2, 4.8 Hz, 1H), 7.87 (d, 2.7 Hz, 1H), 7.95 (dd, J=4.8, 1.1 Hz, 1H); m/z 176 (M+H)+; Anal. calculated for C11H1... Starting materials: COC(=O)NNC1=CC(=C(C=2CC(OC21)C)C)Cl (2-(2,3-dihydro-5-chloro-2,4-dimethylbenzofuran-7-yl)hydrazinecarboxylic acid methyl ester), C1=CC(=CC(=C1)Cl)C(=O)OO (MCPBA), COC(=O)NNC1=CC=C(C=2CC(OC21)C)C (2-(2,3-dihydro-2,4-dimethylbenzofuran-7-yl)hydrazinecarboxylic acid methyl ester). Yields the product COC(=O)N=NC1=CC(=C(C=2CC(OC21)C)C)Cl ((5-chloro-2,3-dihydro-2,4-dimethylbenzofuran-7-yl)diazenecarboxylic acid methyl ester). Reaction SMILES: [CH3:1][O:2][C:3]([NH:5][NH:6][C:7]1[C:15]2[O:14][CH:13]([CH3:16])[CH2:12][C:11]=2[C:10]([CH3:17])=[C:9]([Cl:18])[CH:8]=1)=[O:4].C1C=C(Cl)C=C(C(OO)=O)C=1.COC(NNC1C2OC(C)CC=2C(C)=CC=1)=O>>[CH3:1][O:2][C:3]([N:5]=[N:6][C:7]1[C:15]2[O:14][CH:13]([CH3:16])[CH2:12][C:11]=2[C:10]([CH3:17])=[C:9]([Cl:18])[CH:8]=1)=[O:4]. Procedure details: 5 was prepared, as a red solid, m.p.: 112°-114° C., by treating 5A with MCPBA, according to the procedure described in Example 1 for preparing 1 from 1F.